This data is from the Open Reaction Database (ORD), a public repository of structured organic reaction records. The task is: describe an organic reaction: reactants, conditions, products, and yield Starting materials: salt, [H-].[Al+3].[Li+].[H-].[H-].[H-] (lithium aluminum hydride), C(C)OC(C(CCCC1=CC(=C(C(=C1)OC)OC)OC)CCCC1=CC=CC=C1)=O (ethyl-2-(3-phenylpropyl)-5-(3,4,5-trimethoxyphenyl)pentanoate), [H-].[Al+3].[Li+].[H-].[H-].[H-] (lithium aluminum hydride). Solvent: CCOCC (ether). Run at time 30 minute. Product: OCC(CCCC1=CC(=C(C(=C1)OC)OC)OC)CCCC1=CC=CC=C1 (4-hydroxymethyl-7-phenyl-1-(3,4,5-trimethoxyphenyl)heptane). The yield is 98.3%. Reaction SMILES: [H-].[Al+3].[Li+].[H-].[H-].[H-].C([O:9][C:10](=O)[CH:11]([CH2:27][CH2:28][CH2:29][C:30]1[CH:35]=[CH:34][CH:33]=[CH:32][CH:31]=1)[CH2:12][CH2:13][CH2:14][C:15]1[CH:20]=[C:19]([O:21][CH3:22])[C:18]([O:23][CH3:24])=[C:17]([O:25][CH3:26])[CH:16]=1)C>CCOCC>[OH:9][CH2:10][CH:11]([CH2:27][CH2:28][CH2:29][C:30]1[CH:35]=[CH:34][CH:33]=[CH:32][CH:31]=1)[CH2:12][CH2:13][CH2:14][C:15]1[CH:16]=[C:17]([O:25][CH3:26])[C:18]([O:23][CH3:24])=[C:19]([O:21][CH3:22])[CH:20]=1 |f:0.1.2.3.4.5|. Procedure details: A solution of lithium aluminum hydride (1.0 M in tetrahydrofuran, 2.00 mL, 2.00 mmol) was added dropwise to a solution of ethyl-2-(3-phenylpropyl)-5-(3,4,5-trimethoxyphenyl)pentanoate (1.39 g, 3.36 mmol) in ether (30 mL) at 0° C. After 30 min., a second aliquot of lithium aluminum hydride (1.0 M in tetrahydrofuran, 1.00 mL, 1.00 mmol) was added and the resulting solution was stirred for 30 minutes. Rochelles salt (1 M, 40 mL) was added and the mixture was stirred vigorously for 1.5 h. The aqueou... Starting materials: OC1=C(C(=O)OC)C=CC(=C1)OC1CN(C1)C(=O)OC(C)(C)C (methyl 2-hydroxy-4-(1-tert-butyloxycarbonyl-3-azetidinyloxy)benzoate), [H-].[Na+] (NaH), CI (CH3I). Solvent: CN(C)C=O (DMF). Run at time 2 hour. Yields the product COC1=C(C(=O)OC)C=CC(=C1)OC1CN(C1)C(=O)OC(C)(C)C (Methyl 2-methoxy-4-(1-tert-butyloxycarbonyl-3-azetidinyloxy)benzoate). RXN SMILES: [OH:1][C:2]1[CH:11]=[C:10]([O:12][CH:13]2[CH2:16][N:15]([C:17]([O:19][C:20]([CH3:23])([CH3:22])[CH3:21])=[O:18])[CH2:14]2)[CH:9]=[CH:8][C:3]=1[C:4]([O:6][CH3:7])=[O:5].[H-].[Na+].[CH3:26]I>CN(C=O)C>[CH3:26][O:1][C:2]1[CH:11]=[C:10]([O:12][CH:13]2[CH2:16][N:15]([C:17]([O:19][C:20]([CH3:23])([CH3:22])[CH3:21])=[O:18])[CH2:14]2)[CH:9]=[CH:8][C:3]=1[C:4]([O:6][CH3:7])=[O:5] |f:1.2|. Procedure details: To a stirred solution of methyl 2-hydroxy-4-(1-tert-butyloxycarbonyl-3-azetidinyloxy)benzoate from Step 3 above (1.30 g, 4.02 mmol) in DMF (40 mL) under N2 was added NaH (241 mg, 6.03 mmol). The reaction mixture was cooled, and CH3I (0.50 mL, 8.04 mmol) was added via syringe. The reaction mixture was allowed to warm to ambient temperature, then stirred for an additional 2 hours. The solvent was removed under reduced pressure and the residue was partitioned between ethyl acetate and aqueous NaHCO... Reactants: CO[C@H]1[C@@H](C[C@@H]2CN3CCC4=C([C@H]3C[C@@H]2[C@@H]1C(=O)OC)NC5=C4C=CC(=C5)OC)OC(=O)C6=CC(=C(C(=C6)OC)OC)OC (Hypersil), ClC=1C2=C(N=CN1)N(C=C2I)[C@@H]2CC[C@H](CC2)N2CCN(CC2)C (trans-4-chloro-5-iodo-7-[4-(4-methylpiperazino)cyclohexyl]-7H-pyrrolo[2,3-d]pyrimidine), FC=1C=C(C=CC1OC1=CC=CC=C1)B1OC(C(O1)(C)C)(C)C (2-(3-fluoro-4-phenoxyphenyl)-4,4,5,5-tetrametyl-1,3,2-dioxaborolane), ClC=1C2=C(N=CN1)N(C=C2C=2C=CC(=C(C#N)C2)OC2=CC=CC=C2)[C@@H]2CC[C@H](CC2)N2CCN(CC2)C (trans-5-(4-chloro-7-(4-(4-methylpiperazino)cyclohexyl)-7H-pyrrolo[2,3-d]pyrimidin-5-yl)-2-phenoxybenzonitrile). The solvent is C(C)#N (acetonitrile). Yields the product C1(=CC=CC=C1)OC1=C(C=C(C=C1)C1=CN(C=2N=CN=C(C21)Cl)[C@@H]2CC[C@H](CC2)N2CCN(CC2)C)F (trans-4-{4-Chloro-7-[4-(4-methylpiperazino)cyclohexyl]-7H-pyrrolo[2,3-d]pyrimidin-5-yl}-2-fluorophenyl Phenyl Ether). Isolated yield 85.0%. RXN SMILES: [Cl:1][C:2]1[C:3]2[C:10](I)=[CH:9][N:8]([C@H:12]3[CH2:17][CH2:16][C@H:15]([N:18]4[CH2:23][CH2:22][N:21]([CH3:24])[CH2:20][CH2:19]4)[CH2:14][CH2:13]3)[C:4]=2[N:5]=[CH:6][N:7]=1.[F:25][C:26]1[CH:27]=[C:28](B2OC(C)(C)C(C)(C)O2)[CH:29]=[CH:30][C:31]=1[O:32][C:33]1[CH:38]=[CH:37][CH:36]=[CH:35][CH:34]=1.ClC1C2C(C3C=CC(OC4C=CC=CC=4)=C(C=3)C#N)=CN([C@H]3CC[C@H](N4CCN(C)CC4)CC3)C=2N=CN=1.CO[C@@H]1[C@@H](C(OC)=O)[C@@H]2[C@@H](CN3[C@H](C2)C2NC4C=C(OC)C=CC=4C=2CC3)C[C@H]1OC(C1C=C(OC)C(OC)=C(OC)C=1)=O>C(#N)C>[C:33]1([O:32][C:31]2[CH:30]=[CH:29][C:28]([C:10]3[C:3]4[C:2]([Cl:1])=[N:7][CH:6]=[N:5][C:4]=4[N:8]([C@H:12]4[CH2:17][CH2:16][C@H:15]([N:18]5[CH2:23][CH2:22][N:21]([CH3:24])[CH2:20][CH2:19]5)[CH2:14][CH2:13]4)[CH:9]=3)=[CH:27][C:26]=2[F:25])[CH:34]=[CH:35][CH:36]=[CH:37][CH:38]=1. Reported procedure: The title compound was prepared in an 85% yield from trans-4-chloro-5-iodo-7-[4-(4-methylpiperazino)cyclohexyl]-7H-pyrrolo[2,3-d]pyrimidine and 2-(3-fluoro-4-phenoxyphenyl)-4,4,5,5-tetrametyl-1,3,2-dioxaborolane in a similar manner to that described for the preparation of trans-5-(4-chloro-7-(4-(4-methylpiperazino)cyclohexyl)-7H-pyrrolo[2,3-d]pyrimidin-5-yl)-2-phenoxybenzonitrile: 1H NMR (DMSO-d6, 400 MHz) δ 8.67 (s, 1H), 8.07(s, 1H), 7.58 (d, 1H), 7.41(m, 3H), 7.22(m, 1H), 7.16(m, 1H), 7.04(d, ... Starting materials: Cl (HCl), O1CCOCC1 (1,4-dioxane), N[C@@H]1[C@H](CCC1)NC(OC(C)(C)C)=O (tert-butyl N-[(1S,2S)-2-aminocyclopentyl]carbamate), ClC1=NC=C(C=C1)C(F)(F)F (2-chloro-5-(trifluoromethyl)pyridine), CCN(C(C)C)C(C)C (DIPEA). Run in CO (methanol), CS(=O)C (DMSO). Conditions: temperature 140 celsius. The product is Cl.FC(C=1C=CC(=NC1)N[C@@H]1[C@H](CCC1)N)(F)F ((1S,2S)-1-N-[5-(Trifluoromethyl)pyridin-2-yl]cyclopentane-1,2-diamine hydrochloride). As a reaction SMILES: [NH2:1][C@H:2]1[CH2:6][CH2:5][CH2:4][C@@H:3]1[NH:7][C:8](=O)OC(C)(C)C.[Cl:15]C1[CH:21]=[CH:20][C:19]([C:22]([F:25])([F:24])[F:23])=[CH:18][N:17]=1.CCN(C(C)C)C(C)C.Cl.O1CCOCC1>CO.CS(C)=O>[ClH:15].[F:23][C:22]([F:25])([F:24])[C:19]1[CH:20]=[CH:21][C:8]([NH:7][C@H:3]2[CH2:4][CH2:5][CH2:6][C@@H:2]2[NH2:1])=[N:17][CH:18]=1 |f:7.8|. Procedure: A microwave vial was charged with tert-butyl N-[(1S,2S)-2-aminocyclopentyl]carbamate (CAS number 586961-34-4; 1.0 g, 4.99 mmol), 2-chloro-5-(trifluoromethyl)pyridine (CAS number 52334-81-3; 0.997 g, 5.49 mmol), DIPEA (2.62 ml, 14.98 mmol) and DMSO (16.6 ml). The reaction was heated with microwave irradiation at 140° C. for 2 hours and then partitioned between ethyl acetate and water. The organics were washed with water and brine, dried over magnesium sulfate, filtered and concentrated in vacuo. ...